From a dataset of the Open Reaction Database (ORD), a public repository of structured organic reaction records. describe an organic reaction: reactants, conditions, products, and yield Reactants: C(C)(=O)C1=C(C=C(C=C1)C1=CC=C(C=C1)C(=O)O)C (4'-acetyl-3'-methylbiphenyl-4-carboxylic acid), CN(CCOC1=C(C=C2C=CNC2=C1)OC)C (6-(2-dimethylaminoethoxy)-5-methoxy-1H-indole), C(C)(=O)C1=C(C=C(C=C1)C1=CC=C(C=C1)C(=O)O)C (4'-Acetyl-3'-methylbiphenyl-4-carboxylic acid). The product is C(C)(=O)C1=C(C=C(C=C1)C1=CC=C(C=C1)C(=O)N1C=CC2=CC(=C(C=C12)OCCN(C)C)OC)C (1-(4'-Acetyl-3'-methylbiphenyl-4-carbonyl)-6-(2-dimethylaminoethoxy)-5-methoxy-1H-indole). As a reaction SMILES: [C:1]([C:4]1[CH:9]=[CH:8][C:7]([C:10]2[CH:15]=[CH:14][C:13]([C:16](O)=[O:17])=[CH:12][CH:11]=2)=[CH:6][C:5]=1[CH3:19])(=[O:3])[CH3:2].[CH3:20][N:21]([CH3:36])[CH2:22][CH2:23][O:24][C:25]1[CH:33]=[C:32]2[C:28]([CH:29]=[CH:30][NH:31]2)=[CH:27][C:26]=1[O:34][CH3:35]>>[C:1]([C:4]1[CH:9]=[CH:8][C:7]([C:10]2[CH:11]=[CH:12][C:13]([C:16]([N:31]3[C:32]4[C:28](=[CH:27][C:26]([O:34][CH3:35])=[C:25]([O:24][CH2:23][CH2:22][N:21]([CH3:20])[CH3:36])[CH:33]=4)[CH:29]=[CH:30]3)=[O:17])=[CH:14][CH:15]=2)=[CH:6][C:5]=1[CH3:19])(=[O:3])[CH3:2]. Procedure details: The title compound was prepared from 4'-acetyl-3'-methylbiphenyl-4-carboxylic acid (D21) and 6-(2-dimethylaminoethoxy)-5-methoxy-1H-indole (D13) using a similar procedure to Example 4 as an off-white solid mp 125°-127° C. (36%). Reactants: CCO, CC[O-], Cl, Cl, NCCCS, N=C(N)Nc1nc(CCl)cs1, [Na+]. The product is Cl, N=C(N)Nc1nc(CSCCCN)cs1. RXN SMILES: [CH3:23][CH2:24][OH:25].[CH3:8][CH2:9][O-:10].[ClH:11].[ClH:1].[NH2:2][CH2:3][CH2:4][CH2:5][SH:6].[NH:12]([C:13](=[NH:14])[NH2:15])[c:16]1[s:17][cH:18][c:19]([CH2:21][Cl:22])[n:20]1.[Na+:7]>>[ClH:22].[NH2:2][CH2:3][CH2:4][CH2:5][S:6][CH2:21][c:19]1[cH:18][s:17][c:16]([NH:12][C:13](=[NH:14])[NH2:15])[n:20]1. Reported procedure: The two step procedure for the preparation of 4-nitrobenzyl, (see, for example, Horn, W. J., J. Am. Chem. Soc., 43, 2603, 1921), and 2,4-dinitrobenzyl, (see, for example, Zhao Zhengyun, Ph.D. Thesis, London University, 181-182, 1993), mercaptans (17a and 17b, respectively) is indicated in outline in Scheme 3(a). Thus, when 4-nitrobenzyl chloride 15a was treated with an excess both of thioacetic acid and pyridine in THF solution at 50° C., 4-nitrobenzyl thioacetate 16a was obtained in 77% yield. ... The product is [N+](=O)([O-])C1=CC=C(CS)C=C1 (4-nitrobenzyl mercaptan). Reaction SMILES: C(O[CH2:5][C:6]1[CH:11]=[CH:10][C:9]([N+:12]([O-:14])=[O:13])=[CH:8][CH:7]=1)(=S)C.[S:15](=O)(=O)(O)O.O>>[N+:12]([C:9]1[CH:10]=[CH:11][C:6]([CH2:5][SH:15])=[CH:7][CH:8]=1)([O-:14])=[O:13] |f:1.2|. Reactants: C(C)(=S)OCC1=CC=C(C=C1)[N+](=O)[O-] (4-nitrobenzyl thioacetate), S(O)(O)(=O)=O.O (sulfuric acid water). The product is C(C)(C)(C)OC(=O)C1=CC=C(S1)CC(C(=O)O)CC (2-((5-tert-butoxycarbonylthiophen-2-yl)methyl)butanoic acid). Isolated yield 100.1%. RXN SMILES: [C:1]([O:5][C:6]([C:8]1[S:12][C:11](/[CH:13]=[C:14](\[CH2:18][CH3:19])/[C:15]([OH:17])=[O:16])=[CH:10][CH:9]=1)=[O:7])([CH3:4])([CH3:3])[CH3:2].CO.C(Cl)(Cl)Cl>C(OCC)(=O)C.[OH-].[Pd+2].[OH-]>[C:1]([O:5][C:6]([C:8]1[S:12][C:11]([CH2:13][CH:14]([CH2:18][CH3:19])[C:15]([OH:17])=[O:16])=[CH:10][CH:9]=1)=[O:7])([CH3:4])([CH3:3])[CH3:2] |f:4.5.6|. Reactants: CO (methanol), C(Cl)(Cl)Cl (chloroform), C(C)(C)(C)OC(=O)C1=CC=C(S1)/C=C(/C(=O)O)\CC ((E)-3-(5-tert-butoxycarbonylthiophen-2-yl)-2-ethylpropenoic acid). Procedure: (E)-3-(5-tert-butoxycarbonylthiophen-2-yl)-2-ethylpropenoic acid (20.43 g, 72.4 mmol) was dissolved in ethyl acetate (300 mL), methanol (20 mL) and chloroform (10 mL), palladium hydroxide (2.0 g) was added, and the mixture was stirred at room temperature overnight under a hydrogen atmosphere. After completion of the reaction, palladium hydroxide was removed by celite filtration, and the solvent was evaporated under reduced pressure to give the title compound (20.6 g, quantitative). Solvent: C(C)(=O)OCC (ethyl acetate). Run at time 8 hour. The reagents and catalysts are [OH-].[Pd+2].[OH-] (palladium hydroxide), [OH-].[Pd+2].[OH-] (palladium hydroxide).